This data is from the Open Reaction Database (ORD), a public repository of structured organic reaction records. The task is: describe an organic reaction: reactants, conditions, products, and yield Reactants: ClC(C(=N)N)(Cl)Cl (trichloroacetamidine), C([O-])([O-])=O.[K+].[K+] (potassium carbonate), ClC(C(=O)OCC)C(=O)C (ethyl 2-chloroacetoacetate), O (water). Solvent: C1CCCCC1 (cyclohexane). Reaction conditions: time 18 hour. The product is ClC=1C(=NC(=NC1C)C(Cl)(Cl)Cl)O (5-Chloro-4-Hydroxy-6-Methyl-2-Trichloromethylpyrimidine). Isolated yield 31.0%. RXN SMILES: [Cl:1][C:2]([Cl:7])([Cl:6])[C:3]([NH2:5])=[NH:4].C(=O)([O-])[O-].[K+].[K+].[Cl:14][CH:15]([C:21]([CH3:23])=O)[C:16](OCC)=[O:17].O>C1CCCCC1>[Cl:14][C:15]1[C:16]([OH:17])=[N:4][C:3]([C:2]([Cl:7])([Cl:6])[Cl:1])=[N:5][C:21]=1[CH3:23] |f:1.2.3|. Procedure details: A mixture of 30.0 g (0.18 mole) trichloroacetamidine, 25.2 g (0.18 mole) potassium carbonate, 30.3 g (0.18 mole) ethyl 2-chloroacetoacetate, and 300 ml water was stirred 18 hours. The aqueous solution was decanted from heavier tars and acidified with hydrochloric acid. The precipitate that was formed was filtered, washed, and dried to give 14.7 g (31% yield; mp 130°-145° C.) of crude product. An analytical sample was prepared by recrystallization from cyclohexane (mp 156°-157° C.). The structure...